Dataset: the Open Reaction Database (ORD), a public repository of structured organic reaction records. Task: describe an organic reaction: reactants, conditions, products, and yield Starting materials: CSC1=NN=C(C(N1)=O)C(=O)N (3-methylsulfanyl-5-oxo-4,5-dihydro-[1,2,4]triazine-6-carboxylic acid amide), P(=O)(Cl)(Cl)Cl (phosphorus oxychloride). The product is ClC=1N=C(N=NC1C#N)SC (5-chloro-3-methylsulfanyl-[1,2,4]triazine-6-carbonitrile). As a reaction SMILES: [CH3:1][S:2][C:3]1[NH:8][C:7](=O)[C:6]([C:10]([NH2:12])=O)=[N:5][N:4]=1.P(Cl)(Cl)([Cl:15])=O>>[Cl:15][C:7]1[N:8]=[C:3]([S:2][CH3:1])[N:4]=[N:5][C:6]=1[C:10]#[N:12]. Reported procedure: A solution of 500 mg (2.7 mmol) of 3-methylsulfanyl-5-oxo-4,5-dihydro-[1,2,4]triazine-6-carboxylic acid amide (J. J. Huang, J. Org. Chem. 1985, 50, 2293-2298; H. Wang et al., Hua Hsueh Hsueh Pao 1964, 30(2), 183-192; CA Vol. 61, 8311b) in 38 ml (408 mmol) of phosphorus oxychloride was heated to reflux during 1.5 h. After cooling of the dark brown reaction mixture, the excess of phosphorus oxychloride was evaporated under reduced pressure. To destroy residues of phosphorus oxychloride and to neut... Starting materials: ClC=1C(C(=C(C(C1Cl)=O)C#N)C#N)=O (2,3-dichloro-5,6-dicyano-1,4-benzoquinone), CC1=CC=C(C(=O)C2=CC(=CC=3CCOC32)CC(=O)O)C=C1 (7-(4-Methylbenzoyl)-2,3-dihydrobenzofuran-5-ylacetic acid), O (water). Run in O1CCOCC1 (dioxane). Product: C(C)OC(CC=1C=C(C2=C(C=CO2)C1)C(C1=CC=C(C=C1)C)=O)=O (ethyl(7-(4-methylbenzoyl)-benzofuran-5-yl)acetate). As a reaction SMILES: [CH3:1][C:2]1[CH:22]=[CH:21][C:5]([C:6]([C:8]2[C:16]3[O:15][CH2:14][CH2:13][C:12]=3[CH:11]=[C:10]([CH2:17][C:18]([OH:20])=[O:19])[CH:9]=2)=[O:7])=[CH:4][CH:3]=1.Cl[C:24]1C(=O)C(C#N)=C(C#N)C(=O)[C:29]=1Cl.O>O1CCOCC1>[CH2:24]([O:19][C:18](=[O:20])[CH2:17][C:10]1[CH:9]=[C:8]([C:6](=[O:7])[C:5]2[CH:4]=[CH:3][C:2]([CH3:1])=[CH:22][CH:21]=2)[C:16]2[O:15][CH:14]=[CH:13][C:12]=2[CH:11]=1)[CH3:29]. Procedure: 7-(4-Methylbenzoyl)-2,3-dihydrobenzofuran-5-ylacetic acid (1.0 g) was dissolved in dioxane (20 ml). To this was added 2,3-dichloro-5,6-dicyano-1,4-benzoquinone (DDQ) (1.2 g) and the solution heated at reflux for 1 hour. The reaction mixture was added to water and extracted with ethyl acetate, dried with magnesium sulfate and evaporated to dryness. The residue was run on a silica gel column eluting with ethyl acetate/hexane to give ethyl(7-(4-methylbenzoyl)-benzofuran-5-yl)acetate. The acetate wa... The reactants are ON=C(C(=O)OC(C)(C)C)C(C)=NC1=CC=CC=C1 (tert-butyl 2-hydroxyimino-3-phenyliminobutyrate), C([O-])([O-])=O.[K+].[K+] (potassium carbonate), S(=O)(=O)(OC)OC (dimethyl sulfate), ice water. Run in CC(=O)C (acetone). Run at time 30 minute. Product: CON=C(C(=O)OC(C)(C)C)C(C)=NC1=CC=CC=C1 (tert-butyl 2-methoxyimino-3-phenyliminobutyrate). The yield is 64.5%. Reaction SMILES: [OH:1][N:2]=[C:3]([C:11](=[N:13][C:14]1[CH:19]=[CH:18][CH:17]=[CH:16][CH:15]=1)[CH3:12])[C:4]([O:6][C:7]([CH3:10])([CH3:9])[CH3:8])=[O:5].[C:20](=O)([O-])[O-].[K+].[K+].S(OC)(OC)(=O)=O>CC(C)=O>[CH3:20][O:1][N:2]=[C:3]([C:11](=[N:13][C:14]1[CH:15]=[CH:16][CH:17]=[CH:18][CH:19]=1)[CH3:12])[C:4]([O:6][C:7]([CH3:10])([CH3:8])[CH3:9])=[O:5] |f:1.2.3|. Procedure details: To a solution of tert-butyl 2-hydroxyimino-3-phenyliminobutyrate (1.0 g) in acetone (10 ml) was added potassium carbonate (0.63 g) and dimethyl sulfate (0.43 ml) under ice-cooling. The mixture was stirred at the same temperature for 30 minutes and stirred at ambient temperature for 4 hours. The resulting suspension was poured into ice-water and extracted with diisopropyl ether. The organic layer was washed with water, dried over magnesium sulfate, and evaporated in vacuo. The residual oil was su... Starting materials: CC(=O)Oc1ccc(C(=O)N2CC(N3CCN(C(=O)c4ccccc4)CC3)C2)cc1, C1CCOC1, CO, Cl, [Li+], [OH-], O. Yields the product O=C(c1ccccc1)N1CCN(C2CN(C(=O)c3ccc(O)cc3)C2)CC1. Reaction SMILES: [C:1](=[O:2])([CH3:3])[O:4][c:5]1[cH:6][cH:7][c:8]([C:11](=[O:12])[N:13]2[CH2:14][CH:15]([N:17]3[CH2:18][CH2:19][N:20]([C:23](=[O:24])[c:25]4[cH:26][cH:27][cH:28][cH:29][cH:30]4)[CH2:21][CH2:22]3)[CH2:16]2)[cH:9][cH:10]1.[CH2:34]1[O:35][CH2:36][CH2:37][CH2:38]1.[CH3:39][OH:40].[ClH:33].[Li+:32].[OH-:31].[OH2:41]>>[OH:4][c:5]1[cH:6][cH:7][c:8]([C:11](=[O:12])[N:13]2[CH2:14][CH:15]([N:17]3[CH2:18][CH2:19][N:20]([C:23](=[O:24])[c:25]4[cH:26][cH:27][cH:28][cH:29][cH:30]4)[CH2:21][CH2:22]3)[CH2:16]2)[cH:9][cH:10]1. Reactants: C1(=CC=CC=C1)C1NCCC1 (2-phenylpyrrolidine), BrC1=C2C=CC(=CC2=CC=C1)S(=O)(=O)N(C=1SC=CN1)CC1=C(C=C(C=C1)OC)OC (5-bromo-N-(2,4-dimethoxybenzyl)-N-(thiazol-2-yl)naphthalene-2-sulfonamide), CC1(C2=C(C(=CC=C2)P(C3=CC=CC=C3)C4=CC=CC=C4)OC5=C(C=CC=C51)P(C6=CC=CC=C6)C7=CC=CC=C7)C (Xantphos), C([O-])([O-])=O.[Cs+].[Cs+] (cesium carbonate). The reagents and catalysts are C=1C=CC(=CC1)/C=C/C(=O)/C=C/C2=CC=CC=C2.C=1C=CC(=CC1)/C=C/C(=O)/C=C/C2=CC=CC=C2.C=1C=CC(=CC1)/C=C/C(=O)/C=C/C2=CC=CC=C2.[Pd].[Pd] (Pd2(dba)3). Solvent: C1(=CC=CC=C1)C (toluene), CO (MeOH), C(Cl)Cl (DCM), C(=O)(C(F)(F)F)O (TFA). Reaction conditions: temperature 100 celsius, time 2 hour. The product is C1(=CC=CC=C1)C1N(CCC1)C1=C2C=CC(=CC2=CC=C1)S(=O)(=O)NC=1SC=CN1 (5-(2-phenylpyrrolidin-1-yl)-N-(thiazol-2-yl)naphthalene-2-sulfonamide). Isolated yield 35.0%. RXN SMILES: Br[C:2]1[CH:11]=[CH:10][CH:9]=[C:8]2[C:3]=1[CH:4]=[CH:5][C:6]([S:12]([N:15](CC1C=CC(OC)=CC=1OC)[C:16]1[S:17][CH:18]=[CH:19][N:20]=1)(=[O:14])=[O:13])=[CH:7]2.CC1(C)C2C(=C(P(C3C=CC=CC=3)C3C=CC=CC=3)C=CC=2)OC2C(P(C3C=CC=CC=3)C3C=CC=CC=3)=CC=CC1=2.C(=O)([O-])[O-].[Cs+].[Cs+].[C:80]1([CH:86]2[CH2:90][CH2:89][CH2:88][NH:87]2)[CH:85]=[CH:84][CH:83]=[CH:82][CH:81]=1>C(Cl)Cl.C(O)(C(F)(F)F)=O.CO.C1C=CC(/C=C/C(/C=C/C2C=CC=CC=2)=O)=CC=1.C1C=CC(/C=C/C(/C=C/C2C=CC=CC=2)=O)=CC=1.C1C=CC(/C=C/C(/C=C/C2C=CC=CC=2)=O)=CC=1.[Pd].[Pd].C1(C)C=CC=CC=1>[C:80]1([CH:86]2[CH2:90][CH2:89][CH2:88][N:87]2[C:2]2[CH:11]=[CH:10][CH:9]=[C:8]3[C:3]=2[CH:4]=[CH:5][C:6]([S:12]([NH:15][C:16]2[S:17][CH:18]=[CH:19][N:20]=2)(=[O:13])=[O:14])=[CH:7]3)[CH:85]=[CH:84][CH:83]=[CH:82][CH:81]=1 |f:2.3.4,9.10.11.12.13|. Procedure: A vial was charged with 5-bromo-N-(2,4-dimethoxybenzyl)-N-(thiazol-2-yl)naphthalene-2-sulfonamide (51.89 mg, 0.100 mmol), Xantphos (11.56 mg, 0.020 mmol), Pd2(dba)3 (9.15 mg, 9.99 μmol), and cesium carbonate (65.1 mg, 0.200 mmol). The vial was flushed with Ar (g), then toluene (999 μl) and 2-phenylpyrrolidine (19.12 μl, 0.130 mmol) were added in sequence. The vial was sealed and heated to 100° C. for 18 h. The mixture was partitioned between EtOAc and water. The layers were separated, and the or... The reactants are C1CCOC1, CC1(C)OC(c2ccc(N(S(C)(=O)=O)S(C)(=O)=O)cc2)=C(c2ccc(OCc3ccc4ccccc4n3)cc2)C1=O, [Na+], [OH-], O. Product: CC1(C)OC(c2ccc(NS(C)(=O)=O)cc2)=C(c2ccc(OCc3ccc4ccccc4n3)cc2)C1=O. Reaction SMILES: [CH2:45]1[O:46][CH2:47][CH2:48][CH2:49]1.[CH3:1][C:2]1([CH3:41])[C:3](=[O:40])[C:4]([c:22]2[cH:23][cH:24][c:25]([O:28][CH2:29][c:30]3[n:31][c:32]4[cH:33][cH:34][cH:35][cH:36][c:37]4[cH:38][cH:39]3)[cH:26][cH:27]2)=[C:5]([c:7]2[cH:8][cH:9][c:10]([N:13]([S:14](=[O:15])(=[O:16])[CH3:17])[S:18]([CH3:19])(=[O:20])=[O:21])[cH:11][cH:12]2)[O:6]1.[Na+:44].[OH-:43].[OH2:42]>>[CH3:1][C:2]1([CH3:41])[C:3](=[O:40])[C:4]([c:22]2[cH:23][cH:24][c:25]([O:28][CH2:29][c:30]3[n:31][c:32]4[cH:33][cH:34][cH:35][cH:36][c:37]4[cH:38][cH:39]3)[cH:26][cH:27]2)=[C:5]([c:7]2[cH:8][cH:9][c:10]([NH:13][S:14](=[O:15])(=[O:16])[CH3:17])[cH:11][cH:12]2)[O:6]1. Starting materials: BrC=1C=C(C=CC1)SC1=C(NC2=CC(=CC=C12)Cl)C (3-(3-bromo-phenylsulfanyl)-6-chloro-2-methyl-1H-indole), BrC=1C=NC=CC1 (3-bromopyridine). Yields the product BrC=1C=C(C=CC1)SC1=C(N(C2=CC(=CC=C12)Cl)C=1C=NC=CC1)C (3-(3-Bromo-phenylsulfanyl)-6-chloro-2-methyl-1-pyridin-3-yl-1H-indole). RXN SMILES: [Br:1][C:2]1[CH:3]=[C:4]([S:8][C:9]2[C:17]3[C:12](=[CH:13][C:14]([Cl:18])=[CH:15][CH:16]=3)[NH:11][C:10]=2[CH3:19])[CH:5]=[CH:6][CH:7]=1.Br[C:21]1[CH:22]=[N:23][CH:24]=[CH:25][CH:26]=1>>[Br:1][C:2]1[CH:3]=[C:4]([S:8][C:9]2[C:17]3[C:12](=[CH:13][C:14]([Cl:18])=[CH:15][CH:16]=3)[N:11]([C:21]3[CH:22]=[N:23][CH:24]=[CH:25][CH:26]=3)[C:10]=2[CH3:19])[CH:5]=[CH:6][CH:7]=1. Reported procedure: Prepared according to the procedure described in Example 27, Step 1, using the following starting materials: 3-(3-bromo-phenylsulfanyl)-6-chloro-2-methyl-1H-indole and 3-bromopyridine.